From a dataset of the Open Reaction Database (ORD), a public repository of structured organic reaction records. describe an organic reaction: reactants, conditions, products, and yield Starting materials: COC1CCN(C(=O)OC(C)(C)C)CC1, C1COCCO1, CO, Cl, O. Yields the product Cl, COC1CCNCC1. RXN SMILES: [C:1]([O:2][C:3](=[O:4])[N:8]1[CH2:9][CH2:10][CH:11]([O:14][CH3:15])[CH2:12][CH2:13]1)([CH3:5])([CH3:6])[CH3:7].[CH2:19]1[O:20][CH2:21][CH2:22][O:23][CH2:24]1.[CH3:17][OH:18].[ClH:16].[OH2:25]>>[ClH:16].[NH:8]1[CH2:9][CH2:10][CH:11]([O:14][CH3:15])[CH2:12][CH2:13]1. The solvent is CCOCC (ether), C(C)(=O)OCC (ethyl acetate), CCOCC (ether), O (water), O (water), C(C)(=O)OCC (ethyl acetate), O1CCCC1 (tetrahydrofuran). Procedure: 1'-Cyano-4-methoxy-9,10-dihydroanthracene-9-spiro-4'-piperidine (2.3 g.) in dry tetrahydrofuran (20 ml.) is added dropwise with stirring to a solution of lithium aluminium hydride (1 g.) in dry ether (200 ml.). When addition is complete the solution is stirred and heated under reflux for 1 hour. It is then allowed to cool and water (1 ml.), sodium hydroxide solution (1 ml., 2N), water (3 ml.), and ether (100 ml.) are added in succession and the suspension is stirred for 10 minutes and then filte... The product is C(\C=C/C(=O)O)(=O)O.COC1=CC=CC2=C1CC1=CC=CC=C1C21CCNCC1 (4-methoxy-9,10-dihydroanthracene-9-spiro-4'-piperidine maleate). The reactants are [H-].[Al+3].[Li+].[H-].[H-].[H-] (lithium aluminium hydride), [OH-].[Na+] (sodium hydroxide), C(\C=C/C(=O)O)(=O)O (maleic acid), C(#N)N1CCC2(CC1)C1=CC=CC=C1CC=1C(=CC=CC12)OC (1'-Cyano-4-methoxy-9,10-dihydroanthracene-9-spiro-4'-piperidine). Reaction SMILES: C([N:3]1[CH2:8][CH2:7][C:6]2([C:21]3[CH:20]=[CH:19][CH:18]=[C:17]([O:22][CH3:23])[C:16]=3[CH2:15][C:14]3[C:9]2=[CH:10][CH:11]=[CH:12][CH:13]=3)[CH2:5][CH2:4]1)#N.[H-].[Al+3].[Li+].[H-].[H-].[H-].[OH-].[Na+].[C:32]([OH:39])(=[O:38])/[CH:33]=[CH:34]\[C:35]([OH:37])=[O:36]>O1CCCC1.CCOCC.C(OCC)(=O)C.O>[C:32]([OH:39])(=[O:38])/[CH:33]=[CH:34]\[C:35]([OH:37])=[O:36].[CH3:23][O:22][C:17]1[C:16]2[CH2:15][C:14]3[C:9]([C:6]4([CH2:7][CH2:8][NH:3][CH2:4][CH2:5]4)[C:21]=2[CH:20]=[CH:19][CH:18]=1)=[CH:10][CH:11]=[CH:12][CH:13]=3 |f:1.2.3.4.5.6,7.8,14.15|. The reactants are N#Cc1ccccc1-c1ccc(CBr)cc1, CC(C)(C)OC(=O)NC1CCc2ccccc2NC1=O. Product: CC(C)(C)OC(=O)NC1CCc2ccccc2N(Cc2ccc(-c3ccccc3C#N)cc2)C1=O. RXN SMILES: [Br:1][CH2:2][c:3]1[cH:4][cH:5][c:6](-[c:9]2[c:10]([C:15]#[N:16])[cH:11][cH:12][cH:13][cH:14]2)[cH:7][cH:8]1.[C:17]([CH3:18])([CH3:19])([CH3:20])[O:21][C:22](=[O:23])[NH:24][CH:25]1[C:26](=[O:36])[NH:27][c:28]2[c:29]([cH:32][cH:33][cH:34][cH:35]2)[CH2:30][CH2:31]1>>[CH2:2]([c:3]1[cH:4][cH:5][c:6](-[c:9]2[c:10]([C:15]#[N:16])[cH:11][cH:12][cH:13][cH:14]2)[cH:7][cH:8]1)[N:27]1[C:26](=[O:36])[CH:25]([NH:24][C:22]([O:21][C:17]([CH3:18])([CH3:19])[CH3:20])=[O:23])[CH2:31][CH2:30][c:29]2[c:28]1[cH:35][cH:34][cH:33][cH:32]2. Starting materials: [Br-].C1(=CC=CC=C1)[P+](CC1=C(CCCC1(C)C)C)(C1=CC=CC=C1)C1=CC=CC=C1 (triphenyl((2,6,6-trimethylcyclohex-1-enyl)methyl)phosphonium bromide), O=C1N(C(C2=CC=CC=C12)=O)CCCC=1C=C(C=O)C=CC1 (3-(3-(1,3-dioxoisoindolin-2-yl)propyl)benzaldehyde). Product: CC1=C(C(CCC1)(C)C)/C=C/C=1C=C(C=CC1)CCCN ((E)-3-(3-(2-(2,6,6-Trimethylcyclohex-1-enyl)vinyl)phenyl)propan-1-amine). RXN SMILES: [Br-].C1([P+](C2C=CC=CC=2)(C2C=CC=CC=2)[CH2:9][C:10]2[C:15]([CH3:17])([CH3:16])[CH2:14][CH2:13][CH2:12][C:11]=2[CH3:18])C=CC=CC=1.O=C1C2C(=CC=CC=2)C(=O)[N:33]1[CH2:42][CH2:43][CH2:44][C:45]1[CH:46]=[C:47]([CH:50]=[CH:51][CH:52]=1)[CH:48]=O>>[CH3:18][C:11]1[CH2:12][CH2:13][CH2:14][C:15]([CH3:16])([CH3:17])[C:10]=1/[CH:9]=[CH:48]/[C:47]1[CH:46]=[C:45]([CH2:44][CH2:43][CH2:42][NH2:33])[CH:52]=[CH:51][CH:50]=1 |f:0.1|. Procedure: (E)-3-(3-(2-(2,6,6-Trimethylcyclohex-1-enyl)vinyl)phenyl)propan-1-amine was prepared by coupling triphenyl((2,6,6-trimethylcyclohex-1-enyl)methyl)phosphonium bromide (24) (Scheme 8) with 3-(3-(1,3-dioxoisoindolin-2-yl)propyl)benzaldehyde (29) (Scheme 9).